Dataset: the Open Reaction Database (ORD), a public repository of structured organic reaction records. Task: describe an organic reaction: reactants, conditions, products, and yield Product: C(C)(=O)O[C@@H]1CC2=CC=C3[C@@H]4CC[C@H](C(C)C5OCCO5)[C@]4(CC[C@@H]3[C@]2([C@@H]2[C@H]1O2)C)C (20-(1,3-dioxolan-2-yl)-1α,2α-epoxypregna-5,7-dien-3β-yl acetate). Procedure details: The procedure of Example 17 was repeated except that 40.2 mg (0.0798 mmole) of 20-(1,3-dioxolan-2-yl)-1α,2α-epoxy-7α-methoxycarbonyloxypregn-5-en-3β-yl acetate was used in lieu of 43.6 mg of 20-(5,5-dimethyl-1,3-dioxan-2-yl)-1α,2α-epoxy-7α-methoxycarbonyloxypregn-5-en-3β-yl acetate to give 15.5 mg of 20-(1,3-dioxolan-2-yl)-1α,2α-epoxypregna-5,7-dien-3β-yl acetate. In addition, 14.2 mg of the starting compound 20-(1,3-dioxolan-2-yl)-1α,2α-epoxy-7α-methoxycarbonyloxypregn-5-en-3β-yl acetate was re... As a reaction SMILES: [C:1]([O:4][C@H:5]1[C@@H:28]2[O:29][C@@H:27]2[C@@:26]2([CH3:30])[C:7](=[CH:8][C@@H:9](OC(OC)=O)[C@@H:10]3[C@@H:25]2[CH2:24][CH2:23][C@@:22]2([CH3:31])[C@H:11]3[CH2:12][CH2:13][C@@H:14]2[CH:15]([CH:17]2[O:21][CH2:20][CH2:19][O:18]2)[CH3:16])[CH2:6]1)(=[O:3])[CH3:2].C(O[C@H]1[C@@H]2O[C@@H]2[C@@]2(C)C(=C[C@@H](OC(OC)=O)[C@@H]3[C@@H]2CC[C@@]2(C)[C@H]3CC[C@@H]2C(C2OCC(C)(C)CO2)C)C1)(=O)C>>[C:1]([O:4][C@H:5]1[C@@H:28]2[O:29][C@@H:27]2[C@@:26]2([CH3:30])[C:7](=[CH:8][CH:9]=[C:10]3[C@@H:25]2[CH2:24][CH2:23][C@@:22]2([CH3:31])[C@H:11]3[CH2:12][CH2:13][C@@H:14]2[CH:15]([CH:17]2[O:18][CH2:19][CH2:20][O:21]2)[CH3:16])[CH2:6]1)(=[O:3])[CH3:2]. The yield is 45.3%. The reactants are C(C)(=O)O[C@@H]1CC2=C[C@H]([C@H]3[C@@H]4CC[C@H](C(C)C5OCCO5)[C@]4(CC[C@@H]3[C@]2([C@@H]2[C@H]1O2)C)C)OC(=O)OC (20-(1,3-dioxolan-2-yl)-1α,2α-epoxy-7α-methoxycarbonyloxypregn-5-en-3β-yl acetate), C(C)(=O)O[C@@H]1CC2=C[C@H]([C@H]3[C@@H]4CC[C@H](C(C)C5OCC(CO5)(C)C)[C@]4(CC[C@@H]3[C@]2([C@@H]2[C@H]1O2)C)C)OC(=O)OC (20-(5,5-dimethyl-1,3-dioxan-2-yl)-1α,2α-epoxy-7α-methoxycarbonyloxypregn-5-en-3β-yl acetate). As a reaction SMILES: Cl.Cl.[Cl:3][C:4]1[C:9]([O:10][CH3:11])=[CH:8][C:7]([N:12]2[CH2:17][CH2:16][NH:15][CH2:14][CH2:13]2)=[C:6]([F:18])[CH:5]=1.[NH:19]1[CH:23]=[CH:22][N:21]=[C:20]1[C:24]1[C:32]2[C:27](=[N:28][CH:29]=[CH:30][CH:31]=2)[N:26]([CH2:33][C:34](O)=[O:35])[N:25]=1>>[Cl:3][C:4]1[C:9]([O:10][CH3:11])=[CH:8][C:7]([N:12]2[CH2:13][CH2:14][N:15]([C:34](=[O:35])[CH2:33][N:26]3[C:27]4=[N:28][CH:29]=[CH:30][CH:31]=[C:32]4[C:24]([C:20]4[NH:19][CH:23]=[CH:22][N:21]=4)=[N:25]3)[CH2:16][CH2:17]2)=[C:6]([F:18])[CH:5]=1 |f:0.1.2|. The reactants are Cl.Cl.ClC1=CC(=C(C=C1OC)N1CCNCC1)F (1-(4-Chloro-2-fluoro-5-methoxyphenyl)piperazine dihydrochloride), N1C(=NC=C1)C1=NN(C2=NC=CC=C21)CC(=O)O ([3-(1H-imidazol-2-yl)-pyrazolo[3,4-b]pyridin-1-yl]-acetic acid). Yields the product ClC1=CC(=C(C=C1OC)N1CCN(CC1)C(CN1N=C(C=2C1=NC=CC2)C=2NC=CN2)=O)F (1-[4-(4-chloro-2-fluoro-5-methoxyphenyl)piperazin-1-yl]-2-[3-(1H-imidazol-2-yl)-pyrazolo[3,4-b]pyridin-1-yl]ethanone). Reported procedure: The title compound was prepared following Protocol A. 1-(4-Chloro-2-fluoro-5-methoxyphenyl)piperazine dihydrochloride and [3-(1H-imidazol-2-yl)-pyrazolo[3,4-b]pyridin-1-yl]-acetic acid were used as the coupling components. The crude product was purified by silica gel chromatography (1% to 10% MeOH in CH2Cl2) to provide 1-[4-(4-chloro-2-fluoro-5-methoxyphenyl)piperazin-1-yl]-2-[3-(1H-imidazol-2-yl)-pyrazolo[3,4-b]pyridin-1-yl]ethanone as a tan solid (27 mg): 1H NMR (CDCl3, 400 MHz) δ 8.79 (dd, 0....